This data is from the Open Reaction Database (ORD), a public repository of structured organic reaction records. The task is: describe an organic reaction: reactants, conditions, products, and yield The reactants are ClC1=NC(=C(C(=C1C#N)C1=CC=C(C=C1)OCCO)C#N)SCC=1N=C(SC1)C1=CC=C(C=C1)Cl (2-Chloro-6-({(2-(4-chlorophenyl)-1,3-thiazol-4-yl)methyl}sulfanyl)-4-(4-(2-hydroxyethoxy)phenyl)pyridine-3,5-dicarbonitrile), C(C)NC (N-ethylmethylamine), O (water). Solvent: C1CCOC1 (THF). Product: ClC1=CC=C(C=C1)C=1SC=C(N1)CSC1=NC(=C(C(=C1C#N)C1=CC=C(C=C1)OCCO)C#N)N(C)CC (2-({(2-(4-Chlorophenyl)-1,3-thiazol-4-yl)methyl}sulfanyl)-6-(ethyl(methyl)amino)-4-(4-(2-hydroxyethoxy)phenyl)pyridine-3,5-dicarbonitrile). As a reaction SMILES: Cl[C:2]1[C:7]([C:8]#[N:9])=[C:6]([C:10]2[CH:15]=[CH:14][C:13]([O:16][CH2:17][CH2:18][OH:19])=[CH:12][CH:11]=2)[C:5]([C:20]#[N:21])=[C:4]([S:22][CH2:23][C:24]2[N:25]=[C:26]([C:29]3[CH:34]=[CH:33][C:32]([Cl:35])=[CH:31][CH:30]=3)[S:27][CH:28]=2)[N:3]=1.[CH2:36]([NH:38][CH3:39])[CH3:37].O>C1COCC1>[Cl:35][C:32]1[CH:31]=[CH:30][C:29]([C:26]2[S:27][CH:28]=[C:24]([CH2:23][S:22][C:4]3[C:5]([C:20]#[N:21])=[C:6]([C:10]4[CH:11]=[CH:12][C:13]([O:16][CH2:17][CH2:18][OH:19])=[CH:14][CH:15]=4)[C:7]([C:8]#[N:9])=[C:2]([N:38]([CH2:36][CH3:37])[CH3:39])[N:3]=3)[N:25]=2)=[CH:34][CH:33]=1. Procedure details: At RT, 60 mg (0.11 mmol) of 2-chloro-6-({(2-(4-chlorophenyl)-1,3-thiazol-4-yl)methyl}sulfanyl)-4-(4-(2-hydroxyethoxy)phenyl)pyridine-3,5-dicarbonitrile (Example 2A) and 0.019 ml (0.22 mmol) of N-ethylmethylamine were stirred in 1.5 ml of THF for 30 min. About 15 ml of water were added to the reaction mixture, and the aqueous phase was extracted 3× with ethyl acetate. The combined organic phases were washed once with sodium chloride solution, dried over sodium sulfate, concentrated by evaporation... The reactants are C([O-])(O)=O.[Na+] (sodium bicarbonate), BrC(C(=O)OCC)C (ethyl bromopropionate), [I-].[K+] (potassium iodide), CC1NCCC2=CC=C(C=C12)[N+](=O)[O-] (1-methyl-7-nitro-1,2,3,4-tetrahydroisoquinoline). Solvent: C(C)O (ethanol). Product: C(C)OC(=O)CCN1C(C2=CC(=CC=C2CC1)[N+](=O)[O-])C (2-[2-(ethoxycarbonyl)ethyl]-1-methyl-7-nitro-1,2,3,4-tetrahydroisoquinoline). Yield: 65.8%. As a reaction SMILES: [CH3:1][CH:2]1[C:11]2[C:6](=[CH:7][CH:8]=[C:9]([N+:12]([O-:14])=[O:13])[CH:10]=2)[CH2:5][CH2:4][NH:3]1.C(=O)(O)[O-].[Na+].Br[CH:21]([CH3:27])[C:22]([O:24][CH2:25][CH3:26])=[O:23].[I-].[K+]>C(O)C>[CH2:25]([O:24][C:22]([CH2:21][CH2:27][N:3]1[CH2:4][CH2:5][C:6]2[C:11](=[CH:10][C:9]([N+:12]([O-:14])=[O:13])=[CH:8][CH:7]=2)[CH:2]1[CH3:1])=[O:23])[CH3:26] |f:1.2,4.5|. Procedure details: 0.90 g of 1-methyl-7-nitro-1,2,3,4-tetrahydroisoquinoline was dissolved in 20 ml of ethanol, and 1.97 g of sodium bicarbonate, 2.55 g of ethyl bromopropionate, and a catalytic amount of potassium iodide were added to the solution. The solution was heated overnight under ref lux with stirring, and extracted with ethyl acetate. After washing with water and saturated aqueous solution of sodium chloride, the solution was dried with anhydrous sodium sulfate. The desiccant was separated by filtration,... The reactants are C, CCO, O=C[O-], [NH4+], O, [Pd], O=C(O)CCCCC=Cc1ccccn1. Yields the product O=C(O)CCCCCCc1ccccn1. As a reaction SMILES: [C:24].[CH3:20][CH2:21][OH:22].[CH:16]([O-:17])=[O:18].[NH4+:19].[OH2:23].[Pd:25].[n:1]1[c:2]([CH:7]=[CH:8][CH2:9][CH2:10][CH2:11][CH2:12][C:13](=[O:14])[OH:15])[cH:3][cH:4][cH:5][cH:6]1>>[n:1]1[c:2]([CH2:7][CH2:8][CH2:9][CH2:10][CH2:11][CH2:12][C:13](=[O:14])[OH:15])[cH:3][cH:4][cH:5][cH:6]1. The product is Cc1ccc(Oc2cccc3[nH]c(C(=O)NC4CCN(Cc5ccccc5)CC4)cc23)cc1. RXN SMILES: [B-:35]([F:36])([F:37])([F:38])[F:39].[CH2:57]([N:58]([CH:59]([CH3:60])[CH3:61])[CH:62]([CH3:63])[CH3:64])[CH3:65].[NH2:21][CH:22]1[CH2:23][CH2:24][N:25]([CH2:28][c:29]2[cH:30][cH:31][cH:32][cH:33][cH:34]2)[CH2:26][CH2:27]1.[O:66]=[CH:67][N:68]([CH3:69])[CH3:70].[c:1]1([CH3:20])[cH:2][cH:3][c:4]([O:7][c:8]2[c:9]3[cH:10][c:11]([C:17](=[O:18])[OH:19])[nH:12][c:13]3[cH:14][cH:15][cH:16]2)[cH:5][cH:6]1.[n:40]1([O:41][C:42]([N:43]([CH3:44])[CH3:45])=[N+:46]([CH3:47])[CH3:48])[c:49]2[cH:50][cH:51][cH:52][cH:53][c:54]2[n:55][n:56]1>>[c:1]1([CH3:20])[cH:2][cH:3][c:4]([O:7][c:8]2[c:9]3[cH:10][c:11]([C:17](=[O:19])[NH:21][CH:22]4[CH2:23][CH2:24][N:25]([CH2:28][c:29]5[cH:30][cH:31][cH:32][cH:33][cH:34]5)[CH2:26][CH2:27]4)[nH:12][c:13]3[cH:14][cH:15][cH:16]2)[cH:5][cH:6]1. Starting materials: F[B-](F)(F)F, CCN(C(C)C)C(C)C, NC1CCN(Cc2ccccc2)CC1, CN(C)C=O, Cc1ccc(Oc2cccc3[nH]c(C(=O)O)cc23)cc1, CN(C)C(On1nnc2ccccc21)=[N+](C)C. Procedure details: Following the procedure for Intermediate 100 using 4-[4-bromo-1-(phenylsulfonyl)-1H-indol-2-yl]benzaldehyde and 1-(1-methylethyl)-3-(4-nitrophenyl)-4-(4,4,5,5-tetramethyl-1,3,2-dioxaborolan-2-yl)-1H-pyrazole provided the title compound. ESMS [M+H]+: 592.4. The reactants are Intermediate 100, BrC1=C2C=C(N(C2=CC=C1)S(=O)(=O)C1=CC=CC=C1)C1=CC=C(C=O)C=C1 (4-[4-bromo-1-(phenylsulfonyl)-1H-indol-2-yl]benzaldehyde), CC(C)N1N=C(C(=C1)B1OC(C(O1)(C)C)(C)C)C1=CC=C(C=C1)[N+](=O)[O-] (1-(1-methylethyl)-3-(4-nitrophenyl)-4-(4,4,5,5-tetramethyl-1,3,2-dioxaborolan-2-yl)-1H-pyrazole). Reaction SMILES: Br[C:2]1[CH:10]=[CH:9][CH:8]=[C:7]2[C:3]=1[CH:4]=[C:5]([C:20]1[CH:27]=[CH:26][C:23]([CH:24]=[O:25])=[CH:22][CH:21]=1)[N:6]2[S:11]([C:14]1[CH:19]=[CH:18][CH:17]=[CH:16][CH:15]=1)(=[O:13])=[O:12].[CH3:28][CH:29]([N:31]1[CH:35]=[C:34](B2OC(C)(C)C(C)(C)O2)[C:33]([C:45]2[CH:50]=[CH:49][C:48]([N+:51]([O-:53])=[O:52])=[CH:47][CH:46]=2)=[N:32]1)[CH3:30]>>[CH3:30][CH:29]([N:31]1[CH:35]=[C:34]([C:2]2[CH:10]=[CH:9][CH:8]=[C:7]3[C:3]=2[CH:4]=[C:5]([C:20]2[CH:21]=[CH:22][C:23]([CH:24]=[O:25])=[CH:26][CH:27]=2)[N:6]3[S:11]([C:14]2[CH:19]=[CH:18][CH:17]=[CH:16][CH:15]=2)(=[O:13])=[O:12])[C:33]([C:45]2[CH:46]=[CH:47][C:48]([N+:51]([O-:53])=[O:52])=[CH:49][CH:50]=2)=[N:32]1)[CH3:28]. Product: CC(C)N1N=C(C(=C1)C1=C2C=C(N(C2=CC=C1)S(=O)(=O)C1=CC=CC=C1)C1=CC=C(C=O)C=C1)C1=CC=C(C=C1)[N+](=O)[O-] (4-[4-[1-(1-methylethyl)-3-(4-nitrophenyl)-1H-pyrazol-4-yl]-1-(phenylsulfonyl)-1H-indol-2-yl]benzaldehyde). The reactants are CCOC(=O)CCCOc1ccc(OCCCc2cnccc2N(C)C)cc1, CO, Cl, [Na+], [OH-]. Yields the product CN(C)c1ccncc1CCCOc1ccc(OCCCC(=O)O)cc1. Reaction SMILES: [CH3:1][N:2]([c:3]1[c:4]([CH2:9][CH2:10][CH2:11][O:12][c:13]2[cH:14][cH:15][c:16]([O:17][CH2:18][CH2:19][CH2:20][C:21](=[O:22])[O:23][CH2:24][CH3:25])[cH:26][cH:27]2)[cH:5][n:6][cH:7][cH:8]1)[CH3:28].[CH3:32][OH:33].[ClH:31].[Na+:30].[OH-:29]>>[CH3:1][N:2]([c:3]1[c:4]([CH2:9][CH2:10][CH2:11][O:12][c:13]2[cH:14][cH:15][c:16]([O:17][CH2:18][CH2:19][CH2:20][C:21](=[O:22])[OH:23])[cH:26][cH:27]2)[cH:5][n:6][cH:7][cH:8]1)[CH3:28]. Conditions: temperature -15 celsius, time 30 minute. RXN SMILES: [N:1]1([C:9]([O:11][C:12]([CH3:15])([CH3:14])[CH3:13])=[O:10])[CH2:8][CH2:7][CH2:6][C@H:2]1[C:3]([OH:5])=O.CN1CCOCC1.ClC(OCC(C)C)=O.Cl.[NH2:32][C@H:33]([C:41]([NH2:43])=[O:42])[CH2:34][C:35]1[CH:40]=[CH:39][CH:38]=[CH:37][CH:36]=1>C(OCC)(=O)C.CC(N(C)C)=O>[N:1]1([C:9]([O:11][C:12]([CH3:15])([CH3:14])[CH3:13])=[O:10])[CH2:8][CH2:7][CH2:6][C@H:2]1[C:3]([NH:32][C@H:33]([C:41]([NH2:43])=[O:42])[CH2:34][C:35]1[CH:40]=[CH:39][CH:38]=[CH:37][CH:36]=1)=[O:5]. Procedure details: To a solution of Boc-Pro-OH (4.304 g, 20 mmoles) in ethyl acetate (200 mL) at -15° C., N-methylmorpholine (2.2 mL, 20 mmoles) and isobutyl chloroformate (2.6 mL, 20 mmoles) were added. After an activation time of 10 minutes at -15° C., a solution of HCl.Phe-NH2 (4.014 g, 20 mmoles) and N-methylmorpholine (2.2 mL, 20 mmoles) in dimethylacetamide (20 mL) was added. The reaction mixture was stirred at -15° C. for 30 minutes and allowed to warm to room temperature. After stirring for 2 hours at room... Reactants: N[C@@H](CC1=CC=CC=C1)C(=O)N (Phe-NH2), CN1CCOCC1 (N-methylmorpholine), N1([C@H](C(=O)O)CCC1)C(=O)OC(C)(C)C (Boc-Pro-OH), CN1CCOCC1 (N-methylmorpholine), ClC(=O)OCC(C)C (isobutyl chloroformate), Cl (HCl). Solvent: CC(=O)N(C)C (dimethylacetamide), C(C)(=O)OCC (ethyl acetate). The product is N1([C@H](C(=O)N[C@@H](CC2=CC=CC=C2)C(=O)N)CCC1)C(=O)OC(C)(C)C (Boc-Pro-Phe-NH2). Starting materials: S1C(=CC=C1)C1=C(C=NC2=CC=CC=C12)C(=O)OCC (Ethyl 4-thiophenyl-quinoline-3-carboxylate), Na2SO4.10H2O, [H-].[H-].[H-].[H-].[Li+].[Al+3] (LiAlH4), [Li+].[Cl-] (LiCl). The solvent is C1CCOC1 (THF), C1CCOC1 (THF). Reaction conditions: time 0.5 hour. Yields the product S1C(=CC=C1)C1=C(C=NC2=CC=CC=C12)CO (4-Thiophenyl-quinoline-3-methanol). Yield: 11.8%. Reaction SMILES: [H-].[H-].[H-].[H-].[Li+].[Al+3].[Li+].[Cl-].[S:9]1[CH:13]=[CH:12][CH:11]=[C:10]1[C:14]1[C:23]2[C:18](=[CH:19][CH:20]=[CH:21][CH:22]=2)[N:17]=[CH:16][C:15]=1[C:24](OCC)=[O:25]>C1COCC1>[S:9]1[CH:13]=[CH:12][CH:11]=[C:10]1[C:14]1[C:23]2[C:18](=[CH:19][CH:20]=[CH:21][CH:22]=2)[N:17]=[CH:16][C:15]=1[CH2:24][OH:25] |f:0.1.2.3.4.5,6.7|. Procedure details: A suspension of LiAlH4 (1.0 g, 29.4 mmol) and anhydrous LiCl (1.2 g, 29.4 mmol) in anhydrous THF (30 ml) was stirred for 0.5 h under an atmosphere of nitrogen at 00° C. The solution of E1 (3.2 g, 9.8 mmol) in anhydrous THF (10 ml) was added into the resulting suspension at 0° C. and stirred for 2 h before adding Na2SO4.10H2O slowly. The insolubable material was filtered. The filtrate was concentrated, and the residue was purified by silica gel chromatography (petroleum ether-EtOAc, 2:1) to provi... Reactants: OCCO\N=C(/C)\C1=CN=C2C(=N1)N(N=N2)CC=2C=C1C=CC=NC1=CC2 ((E)-1-(1-(Quinolin-6-ylmethyl)-1H-[1,2,3]-triazolo[4,5-b]pyrazin-6-yl)ethanone O-2-hydroxyethyl oxime), C1(=CC=CC=C1)P(C1=CC=CC=C1)C1=CC=CC=C1 (triphenylphosphine), C1(NC(C2=CC=CC=C12)=O)=O (isoindoline-1,3-dione), N(=N\C(=O)OC(C)C)/C(=O)OC(C)C ((E)-diisopropyl diazene-1,2-dicarboxylate). The solvent is C1CCOC1 (THF). Reaction conditions: time 48 hour. Yields the product N1=CC=CC2=CC(=CC=C12)CN1N=NC=2C1=NC(=CN2)\C(\C)=N\OCCN2C(C1=CC=CC=C1C2=O)=O ((E)-2-(2-(1-(1-(Quinolin-6-ylmethyl)-1H-[1,2,3]triazolo[4,5-b]pyrazin-6-yl)ethylidene-aminooxy)ethyl)isoindoline-1,3-dione). The yield is 44.3%. Reaction SMILES: O[CH2:2][CH2:3][O:4]/[N:5]=[C:6](/[C:8]1[N:13]=[C:12]2[N:14]([CH2:17][C:18]3[CH:19]=[C:20]4[C:25](=[CH:26][CH:27]=3)[N:24]=[CH:23][CH:22]=[CH:21]4)[N:15]=[N:16][C:11]2=[N:10][CH:9]=1)\[CH3:7].C1(P(C2C=CC=CC=2)C2C=CC=CC=2)C=CC=CC=1.[C:47]1(=[O:57])[C:55]2[C:50](=[CH:51][CH:52]=[CH:53][CH:54]=2)[C:49](=[O:56])[NH:48]1.N(/C(OC(C)C)=O)=N\C(OC(C)C)=O>C1COCC1>[N:24]1[C:25]2[C:20](=[CH:19][C:18]([CH2:17][N:14]3[C:12]4=[N:13][C:8](/[C:6](=[N:5]/[O:4][CH2:3][CH2:2][N:48]5[C:49](=[O:56])[C:50]6[C:55](=[CH:54][CH:53]=[CH:52][CH:51]=6)[C:47]5=[O:57])/[CH3:7])=[CH:9][N:10]=[C:11]4[N:16]=[N:15]3)=[CH:27][CH:26]=2)[CH:21]=[CH:22][CH:23]=1. Procedure details: To a solution of (E)-1-(1-(quinolin-6-ylmethyl)-1H-[1,2,3]triazolo[4,5-b]pyrazin-6-yl)ethanone O-2-hydroxyethyl oxime (example 23) (200 mg, 0.55 mmol) in THF (10 mL) were added triphenylphosphine (144 mg, 0.55 mmol), isoindoline-1,3-dione (81 mg, 0.55 mmol) and (E)-diisopropyl diazene-1,2-dicarboxylate (111 mg, 0.55 mmol) sequentially. The mixture was stirred at rt for 48 h and concentrated in vacuo. The residue was purified by column chromatography to afford 120 mg (42%) of the title compound. ...